From a dataset of the Open Reaction Database (ORD), a public repository of structured organic reaction records. describe an organic reaction: reactants, conditions, products, and yield Starting materials: ( b ), [Si](C)(C)(C(C)(C)C)OCC(C)N1C(OC(C1)COC1=CC(=CC=C1)F)=O (3-(2-t-butyldimethylsilyloxy-1-methylethyl)-5-(3-fluorophenoxymethyl)oxazolidin-2-one), [F-].C(CCC)[N+](CCCC)(CCCC)CCCC (tetrabutylammonium fluoride). The solvent is O1CCCC1 (tetrahydrofuran). Yields the product FC=1C=C(OCC2CN(C(O2)=O)C(CO)C)C=CC1 (2-[5-(3-Fluorophenoxymethyl)-2-oxooxazolidin-3-yl]propanol). Yield: 96.5%. RXN SMILES: [Si]([O:8][CH2:9][CH:10]([N:12]1[CH2:16][CH:15]([CH2:17][O:18][C:19]2[CH:24]=[CH:23][CH:22]=[C:21]([F:25])[CH:20]=2)[O:14][C:13]1=[O:26])[CH3:11])(C(C)(C)C)(C)C.[F-].C([N+](CCCC)(CCCC)CCCC)CCC>O1CCCC1>[F:25][C:21]1[CH:20]=[C:19]([CH:24]=[CH:23][CH:22]=1)[O:18][CH2:17][CH:15]1[O:14][C:13](=[O:26])[N:12]([CH:10]([CH3:11])[CH2:9][OH:8])[CH2:16]1 |f:1.2|. Procedure: A procedure similar to that described in Preparation (b) was repeated, except that 0.93 g of 3-(2-t-butyldimethylsilyloxy-1-methylethyl)-5-(3-fluorophenoxymethyl)oxazolidin-2-one (prepared as described in Preparation 72), 9 ml of anhydrous tetrahydrofuran and 7.2 ml of tetrabutylammonium fluoride (26% w/v in tetrahydrofuran) were used, to give 0.63 g of the title compound having an Rf value of 0.18 (on silica gel thin layer chromatography, using ethyl acetate as the developing solvent). Starting materials: Cc1ccc2cc(C(=O)O)ccc2n1, CCNC(C)C. The reagents and catalysts are [B-](F)(F)(F)F.CN(C)C(=[N+](C)C)ON1C=CC=CC1=O (TPTU), CCN(C(C)C)C(C)C (DIPEA). Solvent: CN(C)C=O (DMF), CN(C)C=O (DMF), CN(C)C=O (DMF), CN(C)C=O (DMF), CN(C)C=O (DMF), CN(C)C=O (DMF). Run at temperature 25 celsius, time 2 hour. Yields the product CCN(C(=O)c1ccc2nc(C)ccc2c1)C(C)C. The yield is 5.3%. RXN SMILES: CCNC(C)C.Cc1ccc2cc(C(=O)O)ccc2n1.[B-](F)(F)(F)F.CN(C)C(=[N+](C)C)ON1C=CC=CC1=O.CCN(C(C)C)C(C)C.CN(C)C=O>>CCN(C(=O)c1ccc2nc(C)ccc2c1)C(C)C. Reactants: Cl (HCl), OC1=CC(OC(C1)(C1=CC=CC=C1)CCC1=CC=C(C=C1)O)=O (4-hydroxy-6-[2-(4-hydroxy-phenyl)-ethyl]-6-phenyl-5,6-dihydro-pyran-2-one), C(C)(C)(C)C1=C(C=C(C(=C1)CO)C)SS(=O)(=O)C1=CC=C(C=C1)C (toluene-4-thiosulfonic acid S-(2-tert-butyl-4-hydroxymethyl-5-methyl-phenyl) ester), C(=O)([O-])[O-].[K+].[K+] (K2CO3). The solvent is CCOC(=O)C (EtOAc), CN(C)C=O (DMF). Conditions: time 8 hour. Product: C(C)(C)(C)C1=C(C=C(C(=C1)CO)C)SC=1C(OC(CC1O)(C1=CC=CC=C1)CCC1=CC=C(C=C1)O)=O (3-(2-tert-Butyl-4-hydroxymethyl-5-methyl-phenylsulfanyl)-4-hydroxy-6-[2-(4-hydroxy-phenyl)-ethyl]-6-phenyl-5,6-dihydro-pyran-2-one). Reaction SMILES: [OH:1][C:2]1[CH2:7][C:6]([CH2:14][CH2:15][C:16]2[CH:21]=[CH:20][C:19]([OH:22])=[CH:18][CH:17]=2)([C:8]2[CH:13]=[CH:12][CH:11]=[CH:10][CH:9]=2)[O:5][C:4](=[O:23])[CH:3]=1.[C:24]([C:28]1[CH:33]=[C:32]([CH2:34][OH:35])[C:31]([CH3:36])=[CH:30][C:29]=1[S:37]S(C1C=CC(C)=CC=1)(=O)=O)([CH3:27])([CH3:26])[CH3:25].C([O-])([O-])=O.[K+].[K+].Cl>CCOC(C)=O.CN(C=O)C>[C:24]([C:28]1[CH:33]=[C:32]([CH2:34][OH:35])[C:31]([CH3:36])=[CH:30][C:29]=1[S:37][C:3]1[C:4](=[O:23])[O:5][C:6]([CH2:14][CH2:15][C:16]2[CH:17]=[CH:18][C:19]([OH:22])=[CH:20][CH:21]=2)([C:8]2[CH:13]=[CH:12][CH:11]=[CH:10][CH:9]=2)[CH2:7][C:2]=1[OH:1])([CH3:27])([CH3:26])[CH3:25] |f:2.3.4|. Reported procedure: The title compound was prepared as described in General Method 9 using 4-hydroxy-6-[2-(4-hydroxy-phenyl)-ethyl]-6-phenyl-5,6-dihydro-pyran-2-one (0.2 g, 0.64 mmol) from Example TT, toluene-4-thiosulfonic acid S-(2-tert-butyl-4-hydroxymethyl-5-methyl-phenyl) ester (prepared in Example FFF; 0.26 g, 0.71 mmol), K2CO3 (0.35 g, 2.5 mmol), and DMF (3 mL). The solution was stirred overnight at room temperature and then poured into 1N HCl and EtOAc. The organic phase was dried (MgSO4), and concentrated.... Reactants: BrC=1C=CC2=C(OCCCC2=O)C1 (8-bromo-3,4-dihydrobenzo[b]oxepin-5(2H)-one), N1CCOCC1 (morpholine). Reagents/catalysts: [Ti](Cl)(Cl)(Cl)Cl (titanium(IV) chloride). The solvent is C1(=CC=CC=C1)C (toluene). Run at time 8 hour. Product: BrC=1C=CC/2=C(OCC/C=C2/N2CCOCC2)C1 ((E)-4-(8-bromo-2,3-dihydrobenzo[b]oxepin-5-yl)morpholine). Yield: 83.3%. As a reaction SMILES: [Br:1][C:2]1[CH:3]=[CH:4][C:5]2[C:11](=O)[CH2:10][CH2:9][CH2:8][O:7][C:6]=2[CH:13]=1.[NH:14]1[CH2:19][CH2:18][O:17][CH2:16][CH2:15]1>C1(C)C=CC=CC=1.[Ti](Cl)(Cl)(Cl)Cl>[Br:1][C:2]1[CH:3]=[CH:4][C:5]2=[C:6]([CH:13]=1)[O:7][CH2:8][CH2:9][CH:10]=[C:11]2[N:14]1[CH2:19][CH2:18][O:17][CH2:16][CH2:15]1. Procedure: To a mixture of 8-bromo-3,4-dihydrobenzo[b]oxepin-5(2H)-one (0.170 g, 0.705 mmol) and morpholine (0.307 mL, 3.53 mmol) in toluene (3 mL) at 0° C. was added titanium(IV) chloride (1.0 M in toluene) (0.388 mL, 0.388 mmol) dropwise. The ice-bath was removed, and the orange, heterogeneous reaction mixture was stirred at room temperature overnight. The reaction mixture was filtered under reduced pressure through a pad of CELITE®, which was then rinsed with toluene (3×10 mL). The pale yellow filtrate ... Starting materials: ClCCl, Nc1c(Br)cc(CO)cc1C(F)(F)F, O=[Mn]=O. The product is Nc1c(Br)cc(C=O)cc1C(F)(F)F. As a reaction SMILES: [Cl:15][CH2:16][Cl:17].[NH2:1][c:2]1[c:3]([Br:14])[cH:4][c:5]([CH2:12][OH:13])[cH:6][c:7]1[C:8]([F:9])([F:10])[F:11].[O:18]=[Mn:19]=[O:20]>>[NH2:1][c:2]1[c:3]([Br:14])[cH:4][c:5]([CH:12]=[O:13])[cH:6][c:7]1[C:8]([F:9])([F:10])[F:11]. Solvent: C(Cl)(Cl)Cl (chloroform), C(Cl)(Cl)Cl (chloroform). As a reaction SMILES: [NH2:1][CH:2]1[CH:7]2[CH2:8][CH2:9][N:4]([CH2:5][CH2:6]2)[CH2:3]1.CN1CCOCC1.[CH3:17][N:18]1[C:23]2[CH:24]=[CH:25][CH:26]=[C:27]([C:28]([Cl:30])=[O:29])[C:22]=2[O:21][CH2:20][C:19]1=[O:31]>C(Cl)(Cl)Cl>[ClH:30].[CH3:17][N:18]1[C:23]2[CH:24]=[CH:25][CH:26]=[C:27]([C:28]([NH:1][CH:2]3[CH:7]4[CH2:8][CH2:9][N:4]([CH2:5][CH2:6]4)[CH2:3]3)=[O:29])[C:22]=2[O:21][CH2:20][C:19]1=[O:31] |f:4.5|. Procedure details: To a solution of 2.91 g of 3-aminoquinuclidine and 2.46 g of N-methylmorpholine in 30 ml of chloroform is added a solution of 5.0 g of 3,4-dihydro-4-methyl-3-oxo-2H-1,4-benzoxazine-8-carboxylic acid chloride in 70 ml of chloroform under cooling and stirring followed by stirring for 7 hours. The resultant solution is washed with water, aqueous sodium hydrogen carbonate and then water, and dried over magnesium sulfate. After the solvent is distilled off under reduced pressure, the residue is purif... Starting materials: NC1CN2CCC1CC2 (3-aminoquinuclidine), CN1CCOCC1 (N-methylmorpholine), CN1C(COC2=C1C=CC=C2C(=O)Cl)=O (3,4-dihydro-4-methyl-3-oxo-2H-1,4-benzoxazine-8-carboxylic acid chloride). Product: Cl.CN1C(COC2=C1C=CC=C2C(=O)NC2CN1CCC2CC1)=O (3,4-dihydro-4-methyl-3-oxo-N-(3 -quinuclidinyl)-2H-1,4-benzoxazine-8-carboxamide hydrochloride). Yields the product FC1=C(C=2N=C(C(=NC2C=C1)OC)OC)C=O (6-fluoro-2,3-dimethoxy-quinoxaline-5-carbaldehyde). Solvent: CN(C)C=O (DMF). Reaction SMILES: CC1CCCN(C)C1(C)C.[Li]CCCC.[F:16][C:17]1[CH:18]=[C:19]2[C:24](=[CH:25][CH:26]=1)[N:23]=[C:22]([O:27][CH3:28])[C:21]([O:29][CH3:30])=[N:20]2.ClC1C(Cl)=NC2C(=CC=C(F)C=2)N=1.[NH4+].[Cl-].C1C[O:49][CH2:48]C1>CN(C=O)C>[F:16][C:17]1[CH:26]=[CH:25][C:24]2[N:23]=[C:22]([O:27][CH3:28])[C:21]([O:29][CH3:30])=[N:20][C:19]=2[C:18]=1[CH:48]=[O:49] |f:4.5|. Reaction conditions: temperature -78 celsius, time 30 minute. The reactants are ClC1=NC2=CC=C(C=C2N=C1Cl)F (2,3-dichloro-6-fluoroquinoxaline), C1CCOC1 (THF), CC1C(N(CCC1)C)(C)C (tetramethylpiperidine), C1CCOC1 (THF), [Li]CCCC (n-BuLi), FC=1C=C2N=C(C(=NC2=CC1)OC)OC (6-fluoro-2,3-dimethoxy-quinoxaline), [NH4+].[Cl-] (NH4Cl). Procedure details: A solution of tetramethylpiperidine (16.4 mL) in dry THF (100 mL) was cooled to −78° C. and treated dropwise with n-BuLi (2.5M in Hex; 39 mL). The solution was further stirred at −78° C. for 30 min. A solution of 6-fluoro-2,3-dimethoxy-quinoxaline (15.6 g; prepared from the commercially available 2,3-dichloro-6-fluoroquinoxaline according to Egyptian Journal of Chemistry (1980), Volume Date 1977, 20, 427-39) in dry THF (450 mL) was cooled to −78° C., treated dropwise with the first solution and ... The yield is 71.0%. Reactants: ClC=1N=C(C2=C(N1)C=C(S2)CN2CCN(CC2)C2CC2)N2CCOCC2 (2-chloro-6-(4-cyclopropyl-piperazin-1-ylmethyl)-4-morpholin-4-yl-thieno[3,2-d]pyrimidine), CC1(OB(OC1(C)C)C1=C2C=CNC2=CC(=C1)C#N)C (4-(4,4,5,5-tetramethyl-[1,3,2]dioxaborolan-2-yl)-1-H-indole-6-carbonitrile). Yields the product C1(CC1)N1CCN(CC1)CC1=CC=2N=C(N=C(C2S1)N1CCOCC1)C1=C2C=CNC2=CC(=C1)C#N (4-[6-(4-Cyclopropyl-piperazin-1-ylmethyl)-4-morpholin-4-yl-thieno[3,2-d]pyrimidine-2-yl]-1H-indole-6-carbonitrile). The yield is 21.7%. RXN SMILES: Cl[C:2]1[N:3]=[C:4]([N:21]2[CH2:26][CH2:25][O:24][CH2:23][CH2:22]2)[C:5]2[S:10][C:9]([CH2:11][N:12]3[CH2:17][CH2:16][N:15]([CH:18]4[CH2:20][CH2:19]4)[CH2:14][CH2:13]3)=[CH:8][C:6]=2[N:7]=1.CC1(C)C(C)(C)OB([C:35]2[CH:43]=[C:42]([C:44]#[N:45])[CH:41]=[C:40]3[C:36]=2[CH:37]=[CH:38][NH:39]3)O1>>[CH:18]1([N:15]2[CH2:16][CH2:17][N:12]([CH2:11][C:9]3[S:10][C:5]4[C:4]([N:21]5[CH2:26][CH2:25][O:24][CH2:23][CH2:22]5)=[N:3][C:2]([C:35]5[CH:43]=[C:42]([C:44]#[N:45])[CH:41]=[C:40]6[C:36]=5[CH:37]=[CH:38][NH:39]6)=[N:7][C:6]=4[CH:8]=3)[CH2:13][CH2:14]2)[CH2:20][CH2:19]1. Procedure: A mixture of 2-chloro-6-(4-cyclopropyl-piperazin-1-ylmethyl)-4-morpholin-4-yl-thieno[3,2-d]pyrimidine (200 mg) and 4-(4,4,5,5-tetramethyl-[1,3,2]dioxaborolan-2-yl)-1-H-indole-6-carbonitrile (273 mg) were reacted using Suzuki coupling method B, to give the title compound (55 mg) as a white solid. Reactants: CCOc1cc(C(C)(C)C)ncc1C1=NC(C)(c2ccc(Cl)cc2)C(C)(c2ccc(Cl)cc2)N1C(=O)Cl, OCCOCCN1CCNCC1. Product: CCOc1cc(C(C)(C)C)ncc1C1=NC(C)(c2ccc(Cl)cc2)C(C)(c2ccc(Cl)cc2)N1C(=O)N1CCN(CCOCCO)CC1. RXN SMILES: [C:1]([CH3:2])([CH3:3])([CH3:4])[c:5]1[cH:6][c:7]([O:35][CH2:36][CH3:37])[c:8]([C:11]2=[N:15][C:14]([CH3:16])([c:17]3[cH:18][cH:19][c:20]([Cl:23])[cH:21][cH:22]3)[C:13]([CH3:24])([c:25]3[cH:26][cH:27][c:28]([Cl:31])[cH:29][cH:30]3)[N:12]2[C:32](=[O:33])[Cl:34])[cH:9][n:10]1.[N:38]1([CH2:44][CH2:45][O:46][CH2:47][CH2:48][OH:49])[CH2:39][CH2:40][NH:41][CH2:42][CH2:43]1>>[C:1]([CH3:2])([CH3:3])([CH3:4])[c:5]1[cH:6][c:7]([O:35][CH2:36][CH3:37])[c:8]([C:11]2=[N:15][C:14]([CH3:16])([c:17]3[cH:18][cH:19][c:20]([Cl:23])[cH:21][cH:22]3)[C:13]([CH3:24])([c:25]3[cH:26][cH:27][c:28]([Cl:31])[cH:29][cH:30]3)[N:12]2[C:32](=[O:33])[N:41]2[CH2:40][CH2:39][N:38]([CH2:44][CH2:45][O:46][CH2:47][CH2:48][OH:49])[CH2:43][CH2:42]2)[cH:9][n:10]1.